This data is from the Open Reaction Database (ORD), a public repository of structured organic reaction records. The task is: describe an organic reaction: reactants, conditions, products, and yield Starting materials: Compound 322, C(C)OC(=O)C1CCC(CC1)N (4-amino-cyclohexanecarboxylic acid ethyl ester), C(CCC)S(=O)(=O)C1=NC=CC(=N1)N1C=C(C2=CC=CC=C12)C(=O)N (1-(2-Butylsulfonyl-pyrimidin-4-yl)-1H-indole-3-carboxylic acid amide). Solvent: O1CCOCC1 (dioxane). Product: C(C)OC(=O)C1CCC(CC1)NC1=NC=CC(=N1)N1C=C(C2=CC=CC=C12)C(N)=O (4-[4-(3-carbamoyl-indol-1-yl)-pyrimidin-2-ylamino]-cyclohexanecarboxylic acid ethyl ester). The yield is 83.3%. As a reaction SMILES: C(S([C:8]1[N:13]=[C:12]([N:14]2[C:22]3[C:17](=[CH:18][CH:19]=[CH:20][CH:21]=3)[C:16]([C:23]([NH2:25])=[O:24])=[CH:15]2)[CH:11]=[CH:10][N:9]=1)(=O)=O)CCC.[CH2:26]([O:28][C:29]([CH:31]1[CH2:36][CH2:35][CH:34]([NH2:37])[CH2:33][CH2:32]1)=[O:30])[CH3:27]>O1CCOCC1>[CH2:26]([O:28][C:29]([CH:31]1[CH2:36][CH2:35][CH:34]([NH:37][C:8]2[N:13]=[C:12]([N:14]3[C:22]4[C:17](=[CH:18][CH:19]=[CH:20][CH:21]=4)[C:16]([C:23](=[O:24])[NH2:25])=[CH:15]3)[CH:11]=[CH:10][N:9]=2)[CH2:33][CH2:32]1)=[O:30])[CH3:27]. Reported procedure: 1-(2-Butylsulfonyl-pyrimidin-4-yl)-1H-indole-3-carboxylic acid amide (1.5568 g, 4.349 mmol) was dissolved in dry dioxane (150 mL), and 4-amino-cyclohexanecarboxylic acid ethyl ester (1.86 g, 10.87 mmol) was added. The mixture was heated at reflux overnight, then evaporated to dryness, poured into water, extracted into EtOAc, and dried under vacuum. The product was recrystallized from EtOH-free CHCl3 to provide 4-[4-(3-carbamoyl-indol-1-yl)-pyrimidin-2-ylamino]-cyclohexanecarboxylic acid ethyl es... Reactants: C(C)(=O)O (acetic acid), COC=1C=C(C=C(C1OCOCCOC)OC)C=CC=CC(=O)NC=1C(C(=O)O)=CC=CC1 (N-[5-{3,5-dimethoxy-4-(β-methoxyethoxymethoxy)phenyl}-2,4-pentadienoyl]anthranilic acid), O (Water). Run in O1CCOCC1 (dioxane). The product is COC=1C=C(C=C(C1O)OC)C=CC=CC(=O)NC=1C(C(=O)O)=CC=CC1 (N-{5-(3,5-dimethoxy-4-hydroxyphenyl)-2,4-pentadienoyl}anthranilic acid). The yield is 541.7%. As a reaction SMILES: [CH3:1][O:2][C:3]1[CH:4]=[C:5]([CH:18]=[CH:19][CH:20]=[CH:21][C:22]([NH:24][C:25]2[C:26](=[CH:30][CH:31]=[CH:32][CH:33]=2)[C:27]([OH:29])=[O:28])=[O:23])[CH:6]=[C:7]([O:16][CH3:17])[C:8]=1[O:9]COCCOC.C(O)(=O)C.O>O1CCOCC1>[CH3:1][O:2][C:3]1[CH:4]=[C:5]([CH:18]=[CH:19][CH:20]=[CH:21][C:22]([NH:24][C:25]2[C:26](=[CH:30][CH:31]=[CH:32][CH:33]=2)[C:27]([OH:29])=[O:28])=[O:23])[CH:6]=[C:7]([O:16][CH3:17])[C:8]=1[OH:9]. Procedure details: To a solution of 56 mg (0.12 mmol) of the amide compound prepared above in 1 ml of dioxane was added 4 ml of 80% acetic acid. The mixture was heated under reflux for 2 hours. Water was added to the reaction solution, and crystals then formed were isolated by filtration and recrystallized from methanol. There was obtained 24 mg (0.65 mmol) of N-{5-(3,5-dimethoxy-4-hydroxyphenyl)-2,4-pentadienoyl}anthranilic acid. Spectrophotometric data of the product support the structure shown below. ##STR69## Reactants: NC=1C=C2C(=C(N(C2=CC1)CC1=CC=CC=C1)C(=O)OCC)C1=CC=C(C=C1)C(C)(C)C (ethyl 5-amino-1-benzyl-3-(4-tert-butylphenyl)-1H-indole-2-carboxylate), FC(OC1=CC=C(C=C1)S(=O)(=O)Cl)(F)F (4-trifluoromethoxy-benzenesulfonyl chloride). Yields the product C(C1=CC=CC=C1)N1C(=C(C2=CC(=CC=C12)NS(=O)(=O)C1=CC=C(C=C1)OC(F)(F)F)C1=CC=C(C=C1)C(C)(C)C)C(=O)O (1-Benzyl-3-(4-tert-butylphenyl)-5-({[4-(trifluoromethoxy)phenyl]sulfonyl}amino)-1H-indole-2-carboxylic acid). RXN SMILES: [NH2:1][C:2]1[CH:3]=[C:4]2[C:8](=[CH:9][CH:10]=1)[N:7]([CH2:11][C:12]1[CH:17]=[CH:16][CH:15]=[CH:14][CH:13]=1)[C:6]([C:18]([O:20]CC)=[O:19])=[C:5]2[C:23]1[CH:28]=[CH:27][C:26]([C:29]([CH3:32])([CH3:31])[CH3:30])=[CH:25][CH:24]=1.[F:33][C:34]([F:47])([F:46])[O:35][C:36]1[CH:41]=[CH:40][C:39]([S:42](Cl)(=[O:44])=[O:43])=[CH:38][CH:37]=1>>[CH2:11]([N:7]1[C:8]2[C:4](=[CH:3][C:2]([NH:1][S:42]([C:39]3[CH:40]=[CH:41][C:36]([O:35][C:34]([F:47])([F:46])[F:33])=[CH:37][CH:38]=3)(=[O:44])=[O:43])=[CH:10][CH:9]=2)[C:5]([C:23]2[CH:28]=[CH:27][C:26]([C:29]([CH3:31])([CH3:32])[CH3:30])=[CH:25][CH:24]=2)=[C:6]1[C:18]([OH:20])=[O:19])[C:12]1[CH:17]=[CH:16][CH:15]=[CH:14][CH:13]=1. Reported procedure: The title compound was prepared from ethyl 5-amino-1-benzyl-3-(4-tert-butylphenyl)-1H-indole-2-carboxylate and 4-trifluoromethoxy-benzenesulfonyl chloride followed the procedure of Example 1 Step 3 as a slight colored solid: 1H NMR (DMSO-d6) δ 1.34 (s, 9H, 5.76 (s, 2H, 7.00 (d, J=1.9 Hz, 1H, 7.07 (d, J=7.8 Hz, 4H, 7.15-7.35 (m, 5H), 7.42 (d, J=8.5 Hz, 2H, 7.54 (d, J=8.8 Hz, 2H, 7.75 (d, J=8.9 Hz, 2H, 9.95 (s, 1H, 12.50 (br s, 1H; MS (ESI) m/z 623 (MH+); MS (ESI) m/z 621 [M-H]−; HRMS calcd for C3... Starting materials: [H-].[Al+3].[Li+].[H-].[H-].[H-] (Lithium aluminium hydride), solution, FC1=CC=C(C=C1)C(C(=O)O)C (4-fluoro-α-methylphenyl acetic acid). The solvent is C1CCOC1 (THF), C(C)OCC (diethyl ether). Run at temperature -10 celsius, time 1 hour. The product is FC1=CC=C(C=C1)C(CO)C (2-(4-fluorophenyl)propyl alcohol). The yield is 79.4%. As a reaction SMILES: [H-].[Al+3].[Li+].[H-].[H-].[H-].[F:7][C:8]1[CH:13]=[CH:12][C:11]([CH:14]([CH3:18])[C:15](O)=[O:16])=[CH:10][CH:9]=1>C1COCC1.C(OCC)C>[F:7][C:8]1[CH:9]=[CH:10][C:11]([CH:14]([CH3:18])[CH2:15][OH:16])=[CH:12][CH:13]=1 |f:0.1.2.3.4.5|. Procedure details: Lithium aluminium hydride (29.8 ml of a 1.0M solution in THF, 29.8 mmol) was added dropwise to a stirred solution of 4-fluoro-α-methylphenyl acetic acid (5.0 g, 29.8 mmol), in diethyl ether (100 ml), which had been cooled to -10° C. The mixture was warmed to +25° C. and stirred for 1 h before quenching with methanol (20 ml) and 4M NaOH (20 ml). The mixture was filtered and the solvent evaporated in vacuo. The residue was chromatographed on silica gel eluting with dichloromethane to give 2-(4-flu... Starting materials: CCNc1nc(SC)ncc1C=O, COc1cc(N)cc(OC)c1, CC(=O)O. Product: CCNc1nc(SC)ncc1C=Nc1cc(OC)cc(OC)c1. Reaction SMILES: [CH2:1]([CH3:2])[NH:3][c:4]1[n:5][c:6]([S:12][CH3:13])[n:7][cH:8][c:9]1[CH:10]=[O:11].[CH3:14][O:15][c:16]1[cH:17][c:18]([NH2:19])[cH:20][c:21]([O:23][CH3:24])[cH:22]1.[CH3:25][C:26](=[O:27])[OH:28]>>[CH2:1]([CH3:2])[NH:3][c:4]1[n:5][c:6]([S:12][CH3:13])[n:7][cH:8][c:9]1[CH:10]=[N:19][c:18]1[cH:17][c:16]([O:15][CH3:14])[cH:22][c:21]([O:23][CH3:24])[cH:20]1. Reactants: COC(=O)c1c(C)nc(C#CCNC(=O)OC(C)(C)C)nc1Nc1cccc(C)c1, CCO. The product is COC(=O)c1c(C)nc(CCCNC(=O)OC(C)(C)C)nc1Nc1cccc(C)c1. As a reaction SMILES: [C:1]([CH3:2])([CH3:3])([CH3:4])[O:5][C:6](=[O:7])[NH:8][CH2:9][C:10]#[C:11][c:12]1[n:13][c:14]([NH:23][c:24]2[cH:25][c:26]([CH3:30])[cH:27][cH:28][cH:29]2)[c:15]([C:19](=[O:20])[O:21][CH3:22])[c:16]([CH3:18])[n:17]1.[CH3:31][CH2:32][OH:33]>>[C:1]([CH3:2])([CH3:3])([CH3:4])[O:5][C:6](=[O:7])[NH:8][CH2:9][CH2:10][CH2:11][c:12]1[n:13][c:14]([NH:23][c:24]2[cH:25][c:26]([CH3:30])[cH:27][cH:28][cH:29]2)[c:15]([C:19](=[O:20])[O:21][CH3:22])[c:16]([CH3:18])[n:17]1.